This data is from the Open Reaction Database (ORD), a public repository of structured organic reaction records. The task is: describe an organic reaction: reactants, conditions, products, and yield Starting materials: C(C)(=O)N(C1=CC=C(C=C1)C1=CC=C(C=C1)CC)C1=CC=C(C=C1)C (N-acetyl-N-(4-methylphenyl) -4'-ethyl-[1,1'-biphenyl]-4-amine), C(C)O (ethanol), Cl (hydrochloric acid), ice water. Run in C1(=CC=CC=C1)C (toluene). Run at time 7 hour. The product is C(C)C1=CC=C(C=C1)C1=CC=C(C=C1)NC1=CC=C(C=C1)C (4'-ethyl-N-(4-methylphenyl)-[1,1'-biphenyl]-4-amine). RXN SMILES: C([N:4]([C:19]1[CH:24]=[CH:23][C:22]([CH3:25])=[CH:21][CH:20]=1)[C:5]1[CH:10]=[CH:9][C:8]([C:11]2[CH:16]=[CH:15][C:14]([CH2:17][CH3:18])=[CH:13][CH:12]=2)=[CH:7][CH:6]=1)(=O)C.C(O)C.Cl>C1(C)C=CC=CC=1>[CH2:17]([C:14]1[CH:13]=[CH:12][C:11]([C:8]2[CH:9]=[CH:10][C:5]([NH:4][C:19]3[CH:24]=[CH:23][C:22]([CH3:25])=[CH:21][CH:20]=3)=[CH:6][CH:7]=2)=[CH:16][CH:15]=1)[CH3:18]. Reported procedure: To 19.96 g of the thus obtained N-acetyl-N-(4-methylphenyl) -4'-ethyl-[1,1'-biphenyl]-4-amine were added 150 ml of ethanol and 150 ml of concentrated hydrochloric acid. The reaction mixture was refluxed with stirring for 7 hours and then added to 1 l of ice water. The reaction mixture was then extracted with toluene and the obtained organic portion was washed with water two times, with a saturated aqueous solution of sodium hydrogencarbonate one time, and then with water two times, and dried by ... The reactants are O1C=CC2=C1CNCC2O (4,5,6,7-tetrahydrofuro[2,3-c]pyridin-4-ol), BrC=1C=CC(=C(C1)C(F)(F)F)F (5-bromo-2-fluorobenzotrifluoride). Product: BrC1=CC(=C(C=C1)OC1C2=C(CNC1)OC=C2)C(F)(F)F (4-[4-Bromo-2-(trifluoromethyl)phenyloxy]-4,5,6,7-tetrahydrofuro[2,3-c]pyridine). Reaction SMILES: [O:1]1[C:5]2[CH2:6][NH:7][CH2:8][CH:9]([OH:10])[C:4]=2[CH:3]=[CH:2]1.[Br:11][C:12]1[CH:13]=[CH:14][C:15](F)=[C:16]([C:18]([F:21])([F:20])[F:19])[CH:17]=1>>[Br:11][C:12]1[CH:13]=[CH:14][C:15]([O:10][CH:9]2[CH2:8][NH:7][CH2:6][C:5]3[O:1][CH:2]=[CH:3][C:4]2=3)=[C:16]([C:18]([F:19])([F:20])[F:21])[CH:17]=1. Procedure details: The same method as in Example 1 was conducted using 4,5,6,7-tetrahydrofuro[2,3-c]pyridin-4-ol (Reference Example 4) instead of 6-methyl-4,5,6,7-tetrahydrothieno[2,3-c]pyridin-4-ol (Reference Example 6) and was conducted using 5-bromo-2-fluorobenzotrifluoride instead of 1-fluoronaphthalene to give the objective compound. Reactants: NC=1N=C2N(C=C(C=C2)OC=2C=C(C=CC2)NC(=O)C2=NC=CC=C2C)C1 (N-{3-[(2-aminoimidazo[1,2-a]pyridin-6-yl)oxy]phenyl}-3-methylpyridine-2-carboxamide), C(C)(=O)Cl (acetyl chloride), CO (Methanol), C([O-])([O-])=O.[Na+].[Na+] (sodium carbonate). Run in CN(C(C)=O)C (N,N-dimethylacetamide), O1CCCC1 (tetrahydrofuran), C(O)([O-])=O.[Na+] (sodium hydrogen carbonate). Reaction conditions: time 3 hour. Product: C(C)(=O)NC=1N=C2N(C=C(C=C2)OC=2C=C(C=CC2)NC(=O)C2=NC=CC=C2C)C1 (N-(3-{[2-(acetylamino)imidazo[1,2-a]pyridin-6-yl]oxy}phenyl)-3-methylpyridine-2-carboxamide). The yield is 49.3%. Reaction SMILES: [NH2:1][C:2]1[N:3]=[C:4]2[CH:9]=[CH:8][C:7]([O:10][C:11]3[CH:12]=[C:13]([NH:17][C:18]([C:20]4[C:25]([CH3:26])=[CH:24][CH:23]=[CH:22][N:21]=4)=[O:19])[CH:14]=[CH:15][CH:16]=3)=[CH:6][N:5]2[CH:27]=1.[C:28](Cl)(=[O:30])[CH3:29].CO.C(=O)([O-])[O-].[Na+].[Na+]>CN(C)C(=O)C.C(=O)([O-])O.[Na+].O1CCCC1>[C:28]([NH:1][C:2]1[N:3]=[C:4]2[CH:9]=[CH:8][C:7]([O:10][C:11]3[CH:12]=[C:13]([NH:17][C:18]([C:20]4[C:25]([CH3:26])=[CH:24][CH:23]=[CH:22][N:21]=4)=[O:19])[CH:14]=[CH:15][CH:16]=3)=[CH:6][N:5]2[CH:27]=1)(=[O:30])[CH3:29] |f:3.4.5,7.8|. Procedure details: To a solution of N-{3-[(2-aminoimidazo[1,2-a]pyridin-6-yl)oxy]phenyl}-3-methylpyridine-2-carboxamide (130 mg, 0.362 mmol) in N,N-dimethylacetamide (5 mL) was added acetyl chloride (26.0 μL, 0.366 mmol), and the mixture was stirred at room temperature for 3 hr. Methanol, tetrahydrofuran and aqueous sodium carbonate solution were added to the reaction mixture, and the mixture was stirred at 60° C. for 68 hr. The reaction mixture was diluted with aqueous sodium hydrogen carbonate solution and extra... Reactants: C(C)(C)(C)OC(=O)N[C@@]1([C@@H]2[C@H]([C@@H]2C(C1=C)=O)C(=O)OC(C)(C)C)C(=O)OC(C)(C)C (Di-tert-butyl (1S,2R,5R,6R)-2-[(tert-butoxycarbonyl)amino]-3-methylidene-4-oxobicyclo[3.1.0]hexane-2,6-dicarboxylate), FC=1C=C(C=CC1F)S (3,4-difluorobenzenethiol). Reagents/catalysts: C(C)N(CC)CC (triethylamine). Run in C(C)OCC (diethyl ether), CCCCCC (hexane). Run at temperature 40 celsius, time 15 minute. Product: C(C)(C)(C)OC(=O)N[C@@]1([C@@H]2[C@H]([C@@H]2C([C@H]1CSC1=CC(=C(C=C1)F)F)=O)C(=O)OC(C)(C)C)C(=O)OC(C)(C)C (di-tert-butyl (1S,2R,3S,5R,6R)-2-[(tert-butoxycarbonyl)amino]-3-{[(3,4-difluorophenyl)sulfanyl]methyl}-4-oxobicyclo[3.1.0]hexane-2,6-dicarboxylate). The yield is 97.5%. As a reaction SMILES: [C:1]([O:5][C:6]([NH:8][C@@:9]1([C:24]([O:26][C:27]([CH3:30])([CH3:29])[CH3:28])=[O:25])[C:14](=[CH2:15])[C:13](=[O:16])[C@@H:12]2[C@H:10]1[C@H:11]2[C:17]([O:19][C:20]([CH3:23])([CH3:22])[CH3:21])=[O:18])=[O:7])([CH3:4])([CH3:3])[CH3:2].[F:31][C:32]1[CH:33]=[C:34]([SH:39])[CH:35]=[CH:36][C:37]=1[F:38]>C(OCC)C.CCCCCC.C(N(CC)CC)C>[C:1]([O:5][C:6]([NH:8][C@@:9]1([C:24]([O:26][C:27]([CH3:30])([CH3:29])[CH3:28])=[O:25])[C@H:14]([CH2:15][S:39][C:34]2[CH:35]=[CH:36][C:37]([F:38])=[C:32]([F:31])[CH:33]=2)[C:13](=[O:16])[C@@H:12]2[C@H:10]1[C@H:11]2[C:17]([O:19][C:20]([CH3:21])([CH3:23])[CH3:22])=[O:18])=[O:7])([CH3:4])([CH3:2])[CH3:3]. Reported procedure: Di-tert-butyl (1S,2R,5R,6R)-2-[(tert-butoxycarbonyl)amino]-3-methylidene-4-oxobicyclo[3.1.0]hexane-2,6-dicarboxylate (1.03 g, 2.43 mmol) in diethyl ether (100 mL) is bubbled with nitrogen gas for 10 minutes. Add 3,4-difluorobenzenethiol (0.36 g, 2.43 mmol) and triethylamine (0.01 mL, 0.05 μmol). The mixture is warmed to 40° C. and stirred for 15 minutes. The mixture is then allowed to cool to ambient temperature, transferred to a separatory funnel, diluted with hexane (40 mL), washed with of 2N ... Reactants: CCN, Cc1ccccc1, C[Al](C)C, COC(=O)c1cccc(Oc2cccc(-c3c(C)cnc4c(Cl)cccc34)c2)c1, Cl, O. Yields the product CCNC(=O)c1cccc(Oc2cccc(-c3c(C)cnc4c(Cl)cccc34)c2)c1. Reaction SMILES: [CH2:2]([CH3:3])[NH2:4].[CH3:39][c:40]1[cH:41][cH:42][cH:43][cH:44][cH:45]1.[CH3:5][Al:6]([CH3:7])[CH3:8].[Cl:9][c:10]1[cH:11][cH:12][cH:13][c:14]2[c:15](-[c:21]3[cH:22][c:23]([O:24][c:25]4[cH:26][c:27]([C:28]([O:30][CH3:29])=[O:31])[cH:32][cH:33][cH:34]4)[cH:35][cH:36][cH:37]3)[c:16]([CH3:20])[cH:17][n:18][c:19]12.[ClH:1].[OH2:38]>>[CH2:2]([CH3:3])[NH:4][C:28]([c:27]1[cH:26][c:25]([O:24][c:23]2[cH:22][c:21](-[c:15]3[c:14]4[cH:13][cH:12][cH:11][c:10]([Cl:9])[c:19]4[n:18][cH:17][c:16]3[CH3:20])[cH:37][cH:36][cH:35]2)[cH:34][cH:33][cH:32]1)=[O:30]. Reactants: N(=[N+]=[N-])C1CCC=2N(C3=CC=CC=C3C2CC(=O)OCCC)C1 (propyl (7-azido-6,7,8,9-tetrahydropyrido[1,2-α]indol-10-yl)acetate), C#CC(C1=CC=C(C=C1)F)C1=CC=C(C=C1)F (1,1′-prop-1-yne-3,3-diylbis(4-fluorobenzene)). Product: FC1=CC=C(C=C1)C(C1=CN=NN1[C@@H]1CCC=2N(C3=CC=CC=C3C2CC(=O)O)C1)C1=CC=C(C=C1)F (((R)-7-{5-[Bis-(4-fluoro-phenyl)-methyl]-[1,2,3]triazol-1-yl}-6,7,8,9-tetrahydropyrido[1,2-α]indol-10-yl)-acetic acid). As a reaction SMILES: [N:1]([CH:4]1[CH2:23][N:8]2[C:9]3[C:14]([C:15]([CH2:16][C:17]([O:19]CCC)=[O:18])=[C:7]2[CH2:6][CH2:5]1)=[CH:13][CH:12]=[CH:11][CH:10]=3)=[N+:2]=[N-:3].[CH:24]#[C:25][CH:26]([C:34]1[CH:39]=[CH:38][C:37]([F:40])=[CH:36][CH:35]=1)[C:27]1[CH:32]=[CH:31][C:30]([F:33])=[CH:29][CH:28]=1>>[F:33][C:30]1[CH:29]=[CH:28][C:27]([CH:26]([C:34]2[CH:35]=[CH:36][C:37]([F:40])=[CH:38][CH:39]=2)[C:25]2[N:1]([C@H:4]3[CH2:23][N:8]4[C:9]5[C:14]([C:15]([CH2:16][C:17]([OH:19])=[O:18])=[C:7]4[CH2:6][CH2:5]3)=[CH:13][CH:12]=[CH:11][CH:10]=5)[N:2]=[N:3][CH:24]=2)=[CH:32][CH:31]=1. Procedure: The title compound was prepared using procedures described in EXAMPLE 8 from enantiomerically pure propyl (7-azido-6,7,8,9-tetrahydropyrido[1,2-α]indol-10-yl)acetate and 1,1′-prop-1-yne-3,3-diylbis(4-fluorobenzene) MS (+ESI) m/z: 499.2.